Dataset: the Open Reaction Database (ORD), a public repository of structured organic reaction records. Task: describe an organic reaction: reactants, conditions, products, and yield Starting materials: N#N (N2), C(C)OC(=O)C1(CC2=CC=CC=C2C1)NC(C1=C(C(=CC=C1)C(F)(F)F)I)=O (2-(2-Iodo-3-trifluoromethyl-benzoylamino)-indan-2-carboxylic acid ethyl ester), CC(=CB1OC(C)(C)C(C)(C)O1)C (2-methyl-1-propenyl boronic acid pinacol ester), dichloro[1,1′-bis(diphenylphosphino)ferrocene]-palladium (II) DCM, aqueous solution, C(=O)([O-])[O-].[K+].[K+] (K2CO3). Solvent: O1CCOCC1 (dioxane). Run at temperature 100 celsius, time 8 hour. Yields the product C(C)OC(=O)C1(CC2=CC=CC=C2C1)NC(C1=C(C(=CC=C1)C(F)(F)F)C=C(C)C)=O (2-[2-(2-Methyl-propenyl)-3-trifluoromethyl-benzoylamino]-indan-2-carboxylic acid ethyl ester), brown oil. Yield: 21.0%. Reaction SMILES: [CH2:1]([O:3][C:4]([C:6]1([NH:15][C:16](=[O:28])[C:17]2[CH:22]=[CH:21][CH:20]=[C:19]([C:23]([F:26])([F:25])[F:24])[C:18]=2I)[CH2:14][C:13]2[C:8](=[CH:9][CH:10]=[CH:11][CH:12]=2)[CH2:7]1)=[O:5])[CH3:2].[CH3:29][C:30]([CH3:41])=[CH:31]B1OC(C)(C)C(C)(C)O1.C([O-])([O-])=O.[K+].[K+].N#N>O1CCOCC1>[CH2:1]([O:3][C:4]([C:6]1([NH:15][C:16](=[O:28])[C:17]2[CH:22]=[CH:21][CH:20]=[C:19]([C:23]([F:26])([F:25])[F:24])[C:18]=2[CH:29]=[C:30]([CH3:41])[CH3:31])[CH2:14][C:13]2[C:8](=[CH:9][CH:10]=[CH:11][CH:12]=2)[CH2:7]1)=[O:5])[CH3:2] |f:2.3.4|. Procedure: To a solution of 42-(2-Iodo-3-trifluoromethyl-benzoylamino)-indan-2-carboxylic acid ethyl ester (A8) (500 mg, 1.10 mmol) and 2-methyl-1-propenyl boronic acid pinacol ester (400 mg, 2.20 mmol) in dioxane (20 mL) is added dichloro[1,1′-bis(diphenylphosphino)ferrocene]-palladium (II) DCM adduct (71.8 mg, 8.2% mmol) and 2M aqueous solution of K2CO3 (1.65 mL, 3.30 mmol). The resulting reaction mixture is filled in with N2, heated to 100° C. and stirred continuously overnight. Reaction mixture is filt...